This data is from the Open Reaction Database (ORD), a public repository of structured organic reaction records. The task is: describe an organic reaction: reactants, conditions, products, and yield Starting materials: O=C1C(C(CC1=O)=O)CCCCCCC(=O)O (2,3,5-trioxocyclopentaneheptanoic acid), S(O)(O)(=O)=O (sulfuric acid), [H][H] (hydrogen), [H][H] (hydrogen). Reagents/catalysts: [Pd] (palladium-on-carbon). The solvent is C(C)(=O)O (acetic acid). Product: O=C1C(C(CC1)=O)CCCCCCC(=O)O (2,5-dioxocyclopentaneheptanoic acid). RXN SMILES: [O:1]=[C:2]1[C:6](=O)[CH2:5][C:4](=[O:8])[CH:3]1[CH2:9][CH2:10][CH2:11][CH2:12][CH2:13][CH2:14][C:15]([OH:17])=[O:16].S(=O)(=O)(O)O.[H][H]>[Pd].C(O)(=O)C>[O:1]=[C:2]1[CH2:6][CH2:5][C:4](=[O:8])[CH:3]1[CH2:9][CH2:10][CH2:11][CH2:12][CH2:13][CH2:14][C:15]([OH:17])=[O:16]. Reported procedure: A mixture containing 45.7 parts of 2,3,5-trioxocyclopentaneheptanoic acid, 13 parts of 5% palladium-on-carbon catalyst, 453 parts of glacial acetic acid and 63.3 parts of concentrated sulfuric acid is shaken with hydrogen at a pressure of 3 atmospheres until 2 molecular equivalents of hydrogen are absorbed. The reaction mixture is then filtered and the resulting filtrate is mixed with 100 parts of solid sodium acetate. Evaporation of the mixture to dryness affords a solid residue which is extrac... Reactants: C1(=CC=CC=C1)P(C1=CC=CC=C1)C1=CC=CC=C1 (triphenylphosphine), OC=1C=C2C=CC(=CC2=CC1)[C@]1(NC(OC1)=O)C ((R)-4-(6-Hydroxy-naphthalen-2-yl)-4-methyl-oxazolidin-2-one), O1CCCC1 (tetrahydrofuran), N(=NC(=O)OC(C)C)C(=O)OC(C)C (diisopropyl azodicarboxylate), C(C)(C)(C)[C@@H]1CC[C@H](CC1)O (trans 4-tert-Butyl-cyclohexanol). Yields the product C(C)(C)(C)[C@H]1CC[C@H](CC1)OC=1C=C2C=CC(=CC2=CC1)[C@]1(NC(OC1)=O)C ((R)-4-(6-(cis-4-tert-butylcyclohexyloxy)naphthalen-2-yl)-4-methyloxazolidin-2-one). The yield is 49.5%. Reaction SMILES: [OH:1][C:2]1[CH:3]=[C:4]2[C:9](=[CH:10][CH:11]=1)[CH:8]=[C:7]([C@:12]1([CH3:18])[CH2:16][O:15][C:14](=[O:17])[NH:13]1)[CH:6]=[CH:5]2.O1CCCC1.[C:24]([C@H:28]1[CH2:33][CH2:32][C@H:31](O)[CH2:30][CH2:29]1)([CH3:27])([CH3:26])[CH3:25].C1(P(C2C=CC=CC=2)C2C=CC=CC=2)C=CC=CC=1.N(C(OC(C)C)=O)=NC(OC(C)C)=O>>[C:24]([C@@H:28]1[CH2:33][CH2:32][C@H:31]([O:1][C:2]2[CH:3]=[C:4]3[C:9](=[CH:10][CH:11]=2)[CH:8]=[C:7]([C@:12]2([CH3:18])[CH2:16][O:15][C:14](=[O:17])[NH:13]2)[CH:6]=[CH:5]3)[CH2:30][CH2:29]1)([CH3:27])([CH3:26])[CH3:25]. Procedure: (R)-4-(6-Hydroxy-naphthalen-2-yl)-4-methyl-oxazolidin-2-one (0.0575 g, 0.000236 mol;) was dissolved in tetrahydrofuran (3.00 mL, 0.0370 mol) in a capped 40 mL reaction vial equipped with a magnetic stir bar. trans 4-tert-Butyl-cyclohexanol (0.0443 g, 0.000284 mol) was added, followed by triphenylphosphine (0.0992 g, 0.000378 mol;) and the mixture was heated to reflux. diisopropyl azodicarboxylate (0.0745 mL, 0.000378 mol) was then added and the reaction mixture was heated at reflux overnight. TL... Starting materials: COC=1C=C(SC1)C(=O)NCCOC1=C(C(=O)NC2=C(C(=O)NC3=CC=C(C=C3)OC)C=CC(=C2)[N+](=O)[O-])C=CC=C1 (2-[2-[4-methoxy-2-(thiophen-2-ylcarbonylamino)ethoxy]benzoylamino]-N-(4-methoxyphenyl)-4-nitrobenzamide), CO (methanol), [BH4-].[Na+] (Sodium borohydride). The reagents and catalysts are O.O.O.O.C(C)(=O)[O-].[Ni+2].C(C)(=O)[O-] (Nickel acetate tetrahydrate). Run in C1CCOC1 (THF). Reaction conditions: temperature 0 celsius, time 15 minute. Yields the product NC1=CC(=C(C(=O)NC2=CC=C(C=C2)OC)C=C1)NC(C1=C(C=C(C=C1)OC)OCCNC(=O)C=1SC=CC1)=O (4-Amino-2-[2-[2-(thiophen-2-ylcarbonylamino)ethoxy]-4-methoxybenzoyl-amino]-N-(4-methoxyphenyl)benzamide). Isolated yield 81.0%. As a reaction SMILES: CO[C:3]1[CH:4]=[C:5]([C:8]([NH:10][CH2:11][CH2:12][O:13][C:14]2[CH:42]=[CH:41][CH:40]=[CH:39][C:15]=2[C:16]([NH:18][C:19]2[CH:35]=[C:34]([N+:36]([O-])=O)[CH:33]=[CH:32][C:20]=2[C:21]([NH:23][C:24]2[CH:29]=[CH:28][C:27]([O:30][CH3:31])=[CH:26][CH:25]=2)=[O:22])=[O:17])=[O:9])[S:6][CH:7]=1.[BH4-].[Na+].[CH3:45][OH:46]>C1COCC1.O.O.O.O.C([O-])(=O)C.[Ni+2].C([O-])(=O)C>[NH2:36][C:34]1[CH:33]=[CH:32][C:20]([C:21]([NH:23][C:24]2[CH:25]=[CH:26][C:27]([O:30][CH3:31])=[CH:28][CH:29]=2)=[O:22])=[C:19]([NH:18][C:16](=[O:17])[C:15]2[CH:39]=[CH:40][C:41]([O:46][CH3:45])=[CH:42][C:14]=2[O:13][CH2:12][CH2:11][NH:10][C:8]([C:5]2[S:6][CH:7]=[CH:3][CH:4]=2)=[O:9])[CH:35]=1 |f:1.2,5.6.7.8.9.10.11|. Procedure details: The 2-[2-[4-methoxy-2-(thiophen-2-ylcarbonylamino)ethoxy]benzoylamino]-N-(4-methoxyphenyl)-4-nitrobenzamide (258 mg, 0.44 mmol) was diluted with methanol (20 mL) and THF (20 mL). Nickel acetate tetrahydrate (220 mg, 0.88 mmol) was added and the mixture was cooled to 0° C. Sodium borohydride (72 mg, 1.90 mmol) was then added in portions. Vigorous bubbling occurred and the reaction turned black. After 15 minutes, the reaction was concentrated in vacuo. The crude residue was diluted with EtOAc (60 ... The reactants are BrC=1C=C2C=NNC2=CC1 (5-bromoindazole), ClNC(CCC(=O)N)=O (N-chlorosuccinamide). Solvent: C(C)#N (acetonitrile). Reaction conditions: temperature 60 celsius. The product is BrC=1C=C2C(=NNC2=CC1)Cl (5-bromo-3-chloroindazole). Isolated yield 95.0%. As a reaction SMILES: [Br:1][C:2]1[CH:3]=[C:4]2[C:8](=[CH:9][CH:10]=1)[NH:7][N:6]=[CH:5]2.[Cl:11]NC(=O)CCC(N)=O>C(#N)C>[Br:1][C:2]1[CH:3]=[C:4]2[C:8](=[CH:9][CH:10]=1)[NH:7][N:6]=[C:5]2[Cl:11]. Reported procedure: To a solution of 5-bromoindazole 162 (0.234 g, 1.19 mmol.) in anhydrous acetonitrile (8 mL) was added N-chlorosuccinamide (0.174 g, 1.31 mmol.). The reaction mixture was heated at 60° C. for 2 hours. The organic solvent was evaporated under reduced pressure. Ethyl acetate (100 mL) was added. The organic layer was washed was 1N sodium hydroxide solution, water and brine. The organic layer was dried over sodium sulfate. The organic solvent was evaporated under reduced pressure to yield 5-bromo-3-c... Reactants: CCOCC (ether), [OH-].[Li+] (Lithium hydroxide), CC(CCCCCC)=O (2-octanone), C=O (formaldehyde). Solvent: [Cl-].[Na+].O (brine), CO (methanol). Reaction conditions: time 48 hour. The product is OCC(C(C)=O)(CCCCC)CO (3,3-bis(Hydroxymethyl)-2-octanone). As a reaction SMILES: [OH-:1].[Li+].[CH3:3][C:4](=[O:11])[CH2:5][CH2:6][CH2:7][CH2:8][CH2:9][CH3:10].[CH2:12]=O.CC[O:16][CH2:17]C>CO.[Cl-].[Na+].O>[OH:1][CH2:12][C:5]([CH2:17][OH:16])([CH2:6][CH2:7][CH2:8][CH2:9][CH3:10])[C:4](=[O:11])[CH3:3] |f:0.1,6.7.8|. Procedure: 2N Lithium hydroxide solution (1.0 ml) was added to a stirred solution of 2-octanone (4.5 g) and 36% aqueous formaldehyde (6.0 ml) in methanol (10 ml). The temperature was maintained at 10°-15° during the addition and then gradually allowed to rise to room temperature. After stirring for 48 hr, ether (50 ml) and brine (20 ml) were added and the layers separated. The aqueous layer was extracted with ethyl acetate (3 × 25 ml) and the combined extracts were dried (Na2SO4) and concentrated. The resi... The reactants are C(#N)C=1C=2C(=NN(C2CCC1C(=O)OCC)C)C (ethyl 4-cyano-6,7-dihydro-1,3-dimethyl-1H-indazole-5-carboxylate), C1(=C(C(=O)C(=O)C(=C1Cl)Cl)Cl)Cl (o-chloranil). Solvent: C1=CC=CC=C1 (benzene). Reaction conditions: time 1.5 hour. The product is C(#N)C1=C2C(=NN(C2=CC=C1C(=O)OCC)C)C (Ethyl 4-cyano-1,3-dimethyl-1H-indazole-5-carboxylate). The yield is 47.3%. As a reaction SMILES: [C:1]([C:3]1[C:4]2[C:5]([CH3:18])=[N:6][N:7]([CH3:17])[C:8]=2[CH2:9][CH2:10][C:11]=1[C:12]([O:14][CH2:15][CH3:16])=[O:13])#[N:2].C1(Cl)C(Cl)=C(Cl)C(=O)C(=O)C=1Cl>C1C=CC=CC=1>[C:1]([C:3]1[C:11]([C:12]([O:14][CH2:15][CH3:16])=[O:13])=[CH:10][CH:9]=[C:8]2[C:4]=1[C:5]([CH3:18])=[N:6][N:7]2[CH3:17])#[N:2]. Procedure: A mixture of ethyl 4-cyano-6,7-dihydro-1,3-dimethyl-1H-indazole-5-carboxylate (13.5 g, 55.0 mmol), o-chloranil (16.3 g, 66.0 mmol) and dry benzene is stirred for 1.5 hours at reflux temperature, cooled and filtered. The filtrate is concentrated in vacuo, filtered through two pads of neutral alumina and evaporated to dryness to afford a yellow solid. Recrystallization from ethyl acetate affords the title product (6.33 g, 47.2%), mp 170°-175.5° C.